Dataset: the Open Reaction Database (ORD), a public repository of structured organic reaction records. Task: describe an organic reaction: reactants, conditions, products, and yield Reactants: C(C1=CC=CC=C1)(=O)OOC(C1=CC=CC=C1)=O (dibenzoyl peroxide), CC=1SC2=C(N1)C=C(C=C2)F (2-methyl-5-fluorobenzothiazole), BrN1C(CCC1=O)=O (N-bromosuccinimide). Solvent: C(Cl)(Cl)(Cl)Cl (carbon tetrachloride). Yields the product BrCC=1SC2=C(N1)C=C(C=C2)F (2-Bromomethyl-5-fluorobenzothiazole). Yield: 6.6%. Reaction SMILES: C(OOC(=O)C1C=CC=CC=1)(=O)C1C=CC=CC=1.[CH3:19][C:20]1[S:21][C:22]2[CH:28]=[CH:27][C:26]([F:29])=[CH:25][C:23]=2[N:24]=1.[Br:30]N1C(=O)CCC1=O>C(Cl)(Cl)(Cl)Cl>[Br:30][CH2:19][C:20]1[S:21][C:22]2[CH:28]=[CH:27][C:26]([F:29])=[CH:25][C:23]=2[N:24]=1. Reported procedure: 127 mg of dibenzoyl peroxide were added to a solution of 8.79 g of 2-methyl-5-fluorobenzothiazole and 20.6 g of N-bromosuccinimide in 88 ml of carbon tetrachloride at room temperature and the resulting mixture was stirred under reflux for 6 hours. At the end of this time, the reaction mixture was filtered and the resulting filtrate was concentrated by evaporation under reduced pressure to give a crude crystalline solid which was purified by column chromatography through silica gel using a 10:1 b...